This data is from the Open Reaction Database (ORD), a public repository of structured organic reaction records. The task is: describe an organic reaction: reactants, conditions, products, and yield Product: COC(=O)CCCOc1cc([N+](=O)[O-])c(COc2ccccc2)cc1OC. Starting materials: COC(=O)CCCOc1cc([N+](=O)[O-])c(CBr)cc1OC, CO, Oc1ccccc1. Reaction SMILES: [Br:8][CH2:9][c:10]1[cH:11][c:12]([O:27][CH3:28])[c:13]([O:14][CH2:15][CH2:16][CH2:17][C:18](=[O:19])[O:20][CH3:21])[cH:22][c:23]1[N+:24](=[O:25])[O-:26].[CH3:29][OH:30].[OH:1][c:2]1[cH:3][cH:4][cH:5][cH:6][cH:7]1>>[O:1]([c:2]1[cH:3][cH:4][cH:5][cH:6][cH:7]1)[CH2:9][c:10]1[cH:11][c:12]([O:27][CH3:28])[c:13]([O:14][CH2:15][CH2:16][CH2:17][C:18](=[O:19])[O:20][CH3:21])[cH:22][c:23]1[N+:24](=[O:25])[O-:26]. Reactants: [Br-], C[Mg+], C1CCOC1, O=C(O)C(F)(F)F, Cc1ccc(-c2cc3c4c(c2)C2CNCC2CN4CCC3)c(C=O)c1. The product is Cc1ccc(-c2cc3c4c(c2)C2CNCC2CN4CCC3)c(CO)c1. Reaction SMILES: [Br-:33].[CH3:34][Mg+:35].[O:36]1[CH2:37][CH2:38][CH2:39][CH2:40]1.[OH:26][C:27]([C:28]([F:29])([F:30])[F:31])=[O:32].[cH:1]1[c:2]2[c:7]3[c:8]([cH:9][c:10]1-[c:11]1[c:12]([CH:13]=[O:14])[cH:15][c:16]([CH3:19])[cH:17][cH:18]1)[CH2:20][CH2:21][CH2:22][N:6]3[CH2:5][CH:4]1[CH:3]2[CH2:25][NH:24][CH2:23]1>>[cH:1]1[c:2]2[c:7]3[c:8]([cH:9][c:10]1-[c:11]1[c:12]([CH2:13][OH:14])[cH:15][c:16]([CH3:19])[cH:17][cH:18]1)[CH2:20][CH2:21][CH2:22][N:6]3[CH2:5][CH:4]1[CH:3]2[CH2:25][NH:24][CH2:23]1. Reactants: O1C(=NCC1)C1=CC=C(C=C2CCN(CC2)C(C2=CC=C(C=C2)C(F)(F)F)=O)C=C1 (4-[4-(2-oxazolin-2-yl)benzylidene]-1-(4-trifluoromethylbenzoyl)piperidine), [H][H] (hydrogen), C(C)(=O)OCC (ethyl acetate). The reagents and catalysts are [C].[Pd] (palladium-carbon). Solvent: C(C)O (ethanol). Yields the product O1C(=NCC1)C1=CC=C(CC2CCN(CC2)C(C2=CC=C(C=C2)C(F)(F)F)=O)C=C1 (4-[4-(2-Oxazolin-2-yl)benzyl]-1-(4-trifluoromethylbenzoyl)piperidine). As a reaction SMILES: [O:1]1[CH2:5][CH2:4][N:3]=[C:2]1[C:6]1[CH:30]=[CH:29][C:9]([CH:10]=[C:11]2[CH2:16][CH2:15][N:14]([C:17](=[O:28])[C:18]3[CH:23]=[CH:22][C:21]([C:24]([F:27])([F:26])[F:25])=[CH:20][CH:19]=3)[CH2:13][CH2:12]2)=[CH:8][CH:7]=1.[H][H].C(OCC)(=O)C>C(O)C.[C].[Pd]>[O:1]1[CH2:5][CH2:4][N:3]=[C:2]1[C:6]1[CH:30]=[CH:29][C:9]([CH2:10][CH:11]2[CH2:12][CH2:13][N:14]([C:17](=[O:28])[C:18]3[CH:23]=[CH:22][C:21]([C:24]([F:25])([F:26])[F:27])=[CH:20][CH:19]=3)[CH2:15][CH2:16]2)=[CH:8][CH:7]=1 |f:4.5|. Procedure: 441 mg (1 mmol) of 4-[4-(2-oxazolin-2-yl)benzylidene]-1-(4-trifluoromethylbenzoyl)piperidine are hydrogenated (ambient temperature, 30 minutes, hydrogen pressure 50 psi) in 10 ml of anhydrous ethanol and 2.5 ml of ethyl acetate in the presence of 0.5 g of palladium-carbon (10%). The catalyst is then suction-filtered, the filtrate is evaporated under reduced pressure at a bath temperature of 50° C. and the residue is purified by column chromatography (Silica gel; ethyl acetate). 200 mg (48% of th... Starting materials: ClC=1C=C(C=CC1Cl)CC#N (3,4-dichlorophenylacetonitrile), BrCCOC1OCCCC1 (1-bromo-2-(tetrahydropyran-2-yloxy)ethane), [H-].[Na+] (sodium hydride). The solvent is C1CCOC1 (THF), C1CCOC1 (THF), C1CCOC1 (THF). Run at time 2 hour. Yields the product ClC=1C=C(C=CC1Cl)C(C#N)CCOC1OCCCC1 (2-(3,4-Dichlorophenyl)-4-(tetrahydropyran-2-yloxy)-butanenitrile). The yield is 67.2%. Reaction SMILES: [H-].[Na+].[Cl:3][C:4]1[CH:5]=[C:6]([CH2:11][C:12]#[N:13])[CH:7]=[CH:8][C:9]=1[Cl:10].Br[CH2:15][CH2:16][O:17][CH:18]1[CH2:23][CH2:22][CH2:21][CH2:20][O:19]1>C1COCC1>[Cl:3][C:4]1[CH:5]=[C:6]([CH:11]([CH2:15][CH2:16][O:17][CH:18]2[CH2:23][CH2:22][CH2:21][CH2:20][O:19]2)[C:12]#[N:13])[CH:7]=[CH:8][C:9]=1[Cl:10] |f:0.1|. Procedure: A suspension of 17.75 g of sodium hydride (80% dispersion in oil) in 750 ml of THF is cooled in an ice bath, a solution of 100 g of 3,4-dichlorophenylacetonitrile in 250 ml of THF is added dropwise and the reaction mixture is stirred for two hours at RT. It is cooled to -20° C., a solution of 112.36 g of 1-bromo-2-(tetrahydropyran-2-yloxy)ethane in 120 ml of THF is added dropwise and the reaction mixture is stirred for 2 hours at RT. It is concentrated under vacuum, the residue is taken up with ... Starting materials: ClC1=NC=NC(=C1)Cl (4,6-dichioropyrimidine), C(C1=CC=CC=C1)N1CCNCC1 (N-benzylpiperazine), CCN(C(C)C)C(C)C (DIPEA). Solvent: CC=1C=CC(=CC1)C (p-xylene). Conditions: temperature 138 celsius, time 18 hour. Product: C(C1=CC=CC=C1)N1CCN(CC1)C1=CC(=NC=N1)Cl (1-(benzyl)-4-(4-chloropyrimidin-6-yl)piperazine). As a reaction SMILES: Cl[C:2]1[CH:7]=[C:6]([Cl:8])[N:5]=[CH:4][N:3]=1.[CH2:9]([N:16]1[CH2:21][CH2:20][NH:19][CH2:18][CH2:17]1)[C:10]1[CH:15]=[CH:14][CH:13]=[CH:12][CH:11]=1.CCN(C(C)C)C(C)C>CC1C=CC(C)=CC=1>[CH2:9]([N:16]1[CH2:21][CH2:20][N:19]([C:2]2[N:3]=[CH:4][N:5]=[C:6]([Cl:8])[CH:7]=2)[CH2:18][CH2:17]1)[C:10]1[CH:11]=[CH:12][CH:13]=[CH:14][CH:15]=1. Procedure details: A mixture of 4,6-dichioropyrimidine (29.5 g), N-benzylpiperazine (44.0 g) and DIPEA (44 ml) was suspended in p-xylene (400 ml) and heated at 138° C. under reflux. After 18 hours the reaction mixture was allowed to cool to room temperature and filtered. The filtrate was evaporated using high vacuum pump apparatus to obtain 1-(benzyl)-4-(4-chloropyrimidin-6-yl)piperazine a brown solid, 60.5 g (105% based on 4,6-dichloropyrimidine); Starting materials: O1C(OCC1)CN1C(C=C(C2=CC=C(C=C12)N(C)C)C)=O (1-(1,3-dioxolan-2-ylmethyl)-7-dimethylamino-4-methylquinolin-2(1H)-one), FC(C(=O)O)(F)F (trifluoroacetic acid). Run at time 4 day. The product is CN(C1=CC=C2C(=CC(N(C2=C1)CC=O)=O)C)C ((7-dimethylamino-4-methyl-2-oxoquinolin-1(2H)-yl)acetaldehyde). The yield is 59.0%. Reaction SMILES: [O:1]1CCO[CH:2]1[CH2:6][N:7]1[C:16]2[C:11](=[CH:12][CH:13]=[C:14]([N:17]([CH3:19])[CH3:18])[CH:15]=2)[C:10]([CH3:20])=[CH:9][C:8]1=[O:21].FC(F)(F)C(O)=O>>[CH3:18][N:17]([CH3:19])[C:14]1[CH:15]=[C:16]2[C:11]([C:10]([CH3:20])=[CH:9][C:8](=[O:21])[N:7]2[CH2:6][CH:2]=[O:1])=[CH:12][CH:13]=1. Reported procedure: To 0.32 g of 1-(1,3-dioxolan-2-ylmethyl)-7-dimethylamino-4-methylquinolin-2(1H)-one, 3 mL of 90% aqueous trifluoroacetic acid solution was added, and stirred at room temperature for four days, the solvent was removed under reduced pressure, ethyl acetate and aqueous saturated sodium hydrogen carbonate solution were added, the organic layer was separated, and the aqueous layer was extracted with ethyl acetate. The organic layer and extracts were combined, dried over anhydrous magnesium sulfate, a... Reactants: Cl.C(C1=CC=CC=C1)N1CCC(CC1)C(=O)Cl (1-benzyl-4-piperidinecarbonylchloride hydrochloride), C1=CC=CC=2NC3=C(CCC21)C=CC=C3 (10,11-dihydro-5H-dibenzo[b,f]azepine), CN(C1=CC=CC=C1)C (N,N-dimethylaniline). Solvent: C1(=CC=CC=C1)C (toluene). Reaction conditions: time 14 hour. Product: C1=CC=CC=2N(C3=C(CCC21)C=CC=C3)C(=O)C3CCN(CC3)CC3=CC=CC=C3 (4-((10,11-dihydro-5H-dibenz[b,f]azepin-5-yl)carbonyl)-1-benzylpiperidine). Isolated yield 36.4%. Reaction SMILES: Cl.[CH2:2]([N:9]1[CH2:14][CH2:13][CH:12]([C:15](Cl)=[O:16])[CH2:11][CH2:10]1)[C:3]1[CH:8]=[CH:7][CH:6]=[CH:5][CH:4]=1.[CH:18]1[C:28]2[CH2:27][CH2:26][C:25]3[CH:29]=[CH:30][CH:31]=[CH:32][C:24]=3[NH:23][C:22]=2[CH:21]=[CH:20][CH:19]=1.CN(C)C1C=CC=CC=1>C1(C)C=CC=CC=1>[CH:18]1[C:28]2[CH2:27][CH2:26][C:25]3[CH:29]=[CH:30][CH:31]=[CH:32][C:24]=3[N:23]([C:15]([CH:12]3[CH2:13][CH2:14][N:9]([CH2:2][C:3]4[CH:8]=[CH:7][CH:6]=[CH:5][CH:4]=4)[CH2:10][CH2:11]3)=[O:16])[C:22]=2[CH:21]=[CH:20][CH:19]=1 |f:0.1|. Procedure details: A mixture of 1-benzyl-4-piperidinecarbonylchloride hydrochloride (25.0 g, 91 mmol), 10,11-dihydro-5H-dibenzo[b,f]azepine (17.6 g, 90 mmol), N,N-dimethylaniline (25 ml) and toluene (150 ml) was heated at reflux temperature under stirring for 14 h. The mixture was decanted and to the remaining solid 10% ammonia (100 ml) and chloroform (150 ml) were added. The phases were separated and the combined toluene and chloroform phases were dried (K2CO3) and evaporated in vacuo. The residue was purified by...